This data is from the Open Reaction Database (ORD), a public repository of structured organic reaction records. The task is: describe an organic reaction: reactants, conditions, products, and yield Reactants: C(C)(C)(C)OC(NC1=CC(=CC=C1)CBr)=O (tert-butyl[3-(bromomethyl)phenyl]carbamate), O=C1NC=CC2=CC=C(C=C12)C(=O)OC (methyl 1-oxo-1,2-dihydroisoquinoline-7-carboxylate). Product: C(C)(C)(C)OC(=O)NC=1C=C(CN2C(C3=CC(=CC=C3C=C2)C(=O)OC)=O)C=CC1 (methyl 2-{3-[(tert-butoxycarbonyl)amino]benzyl}-1-oxo-1,2-dihydroisoquinoline-7-carboxylate). Reaction SMILES: [C:1]([O:5][C:6](=[O:16])[NH:7][C:8]1[CH:13]=[CH:12][CH:11]=[C:10]([CH2:14]Br)[CH:9]=1)([CH3:4])([CH3:3])[CH3:2].[O:17]=[C:18]1[C:27]2[C:22](=[CH:23][CH:24]=[C:25]([C:28]([O:30][CH3:31])=[O:29])[CH:26]=2)[CH:21]=[CH:20][NH:19]1>>[C:1]([O:5][C:6]([NH:7][C:8]1[CH:9]=[C:10]([CH:11]=[CH:12][CH:13]=1)[CH2:14][N:19]1[CH:20]=[CH:21][C:22]2[C:27](=[CH:26][C:25]([C:28]([O:30][CH3:31])=[O:29])=[CH:24][CH:23]=2)[C:18]1=[O:17])=[O:16])([CH3:4])([CH3:3])[CH3:2]. Reported procedure: The title compound was prepared from tert-butyl[3-(bromomethyl)phenyl]carbamate (0.42 g, 1.48 mmol) and methyl 1-oxo-1,2-dihydroisoquinoline-7-carboxylate (0.20 g, 0.98 mmol) following the procedure outlined in Example 3, step 1 (0.31 g, 77%). LC-MS: (FA) ES+ 409. The reactants are COC1=CC=C2CCCC(C2=C1)=O (7-methoxy-1-tetralone), C(#N)CC(=O)O (cyanoacetic acid), C(CCCCCC)(=O)O (heptanoic acid), C(C1=CC=CC=C1)N (benzylamine). The solvent is C1(=CC=CC=C1)C (toluene). Product: COC1=CC=C2CCC=C(C2=C1)CC#N ((7-Methoxy-3,4-dihydro-1-naphthalenyl)acetonitrile). Isolated yield 90.0%. RXN SMILES: [CH3:1][O:2][C:3]1[CH:12]=[C:11]2[C:6]([CH2:7][CH2:8][CH2:9][C:10]2=O)=[CH:5][CH:4]=1.[C:14]([CH2:16]C(O)=O)#[N:15].C(O)(=O)CCCCCC.C(N)C1C=CC=CC=1>C1(C)C=CC=CC=1>[CH3:1][O:2][C:3]1[CH:12]=[C:11]2[C:6]([CH2:7][CH2:8][CH:9]=[C:10]2[CH2:16][C:14]#[N:15])=[CH:5][CH:4]=1. Reported procedure: There are introduced into a 670 litre reactor 85.0 kg of 7-methoxy-1-tetralone, 60.3 kg of cyanoacetic acid and 15.6 kg of heptanoic acid in toluene in the presence of 12.7 kg of benzylamine. The mixture is heated at reflux. When all the starting substrate has disappeared, the solution is cooled and filtered. The precipitate obtained is washed with toluene and then the filtrate obtained is washed with a 2N sodium hydroxide solution and subsequently with water until neutral. After removal of the ... Starting materials: [Cl-].[NH4+] (ammonium chloride), CC(C)([O-])C.[K+] (potassium t-butoxide), C[C@@]12C(CC[C@H]1[C@@H]1CCC3=CC(C=C[C@]3(C)[C@H]1CC2)=O)=O (1,4-androstadiene-3,17-dione). The solvent is CS(=O)C (dimethyl-sulfoxide), CS(=O)C (dimethylsulfoxide). The product is C[C@@]12C(CC[C@H]1[C@@H]1CC=C3CC(C=C[C@]3(C)[C@H]1CC2)=O)=O (1,5-androstadiene-3,17-dione). RXN SMILES: CC(C)([O-])C.[K+].[CH3:7][C@:8]12[CH2:25][CH2:24][C@H:23]3[C@@H:13]([CH2:14][CH2:15][C:16]4[C@:21]3([CH3:22])[CH:20]=[CH:19][C:18](=[O:26])[CH:17]=4)[C@@H:12]1[CH2:11][CH2:10][C:9]2=[O:27].[Cl-].[NH4+]>CS(C)=O>[CH3:7][C@:8]12[CH2:25][CH2:24][C@H:23]3[C@@H:13]([CH2:14][CH:15]=[C:16]4[C@:21]3([CH3:22])[CH:20]=[CH:19][C:18](=[O:26])[CH2:17]4)[C@@H:12]1[CH2:11][CH2:10][C:9]2=[O:27] |f:0.1,3.4|. Reported procedure: To a solution of potassium t-butoxide in dimethyl-sulfoxide at 25° C. under nitrogen is added 1,4-androstadiene-3,17-dione in dimethylsulfoxide with stirring. After fifteen minutes the mixture is poured onto cold aqueous ammonium chloride. The solid is rapidly filtered, washed well with water and dissolved in ether. The ether solution is washed again with water, dried over sodium sulfate and evaporated at room temperature to yield 1,5-androstadiene-3,17-dione. Reactants: Cc1cc(C(=O)O)sn1, CCOC(C)=O, [Cl-], Cl, [Na+], [OH-], c1ccncc1, N#CC(N)c1ccco1. Product: Cc1cc(C(=O)NC(C#N)c2ccco2)sn1. RXN SMILES: [CH3:20][c:21]1[n:22][s:23][c:24]([C:26](=[O:27])[OH:28])[cH:25]1.[CH3:29][CH2:30][O:31][C:32](=[O:33])[CH3:34].[Cl-:19].[ClH:1].[Na+:12].[OH-:11].[cH:13]1[cH:14][cH:15][n:16][cH:17][cH:18]1.[o:2]1[c:3]([CH:7]([C:8]#[N:9])[NH2:10])[cH:4][cH:5][cH:6]1>>[o:2]1[c:3]([CH:7]([C:8]#[N:9])[NH:10][C:26]([c:24]2[s:23][n:22][c:21]([CH3:20])[cH:25]2)=[O:27])[cH:4][cH:5][cH:6]1.